This data is from the Open Reaction Database (ORD), a public repository of structured organic reaction records. The task is: describe an organic reaction: reactants, conditions, products, and yield The reactants are C(C)(=O)[O-].[NH4+] (ammonium acetate), FC1=CC=C(C=C1)NC=1OC(=NN1)\C=C\C1=CC(=C(C=C1)N1C=NC(=C1)C)OC ((4-fluorophenyl)-{5-{(E)-2-[3-methoxy-4-(4-methyl-1H-imidazol-1-yl)phenyl]vinyl}-[1,3,4]oxadiazol-2-yl}amine). Solvent: C(C)(=O)O (Acetic acid). Run at temperature 150 celsius, time 12 hour. Product: FC1=CC=C(C=C1)NC1=NN=C(N1)\C=C\C1=CC(=C(C=C1)N1C=NC(=C1)C)OC ((4-fluorophenyl)-{5-{(E)-2-[3-methoxy-4-(4-methyl-1H-imidazol-1-yl)phenyl]vinyl}-4H-[1,2,4]triazol-3-yl}amine). Isolated yield 53.9%. As a reaction SMILES: C([O-])(=O)C.[NH4+:5].[F:6][C:7]1[CH:12]=[CH:11][C:10]([NH:13][C:14]2O[C:16](/[CH:19]=[CH:20]/[C:21]3[CH:26]=[CH:25][C:24]([N:27]4[CH:31]=[C:30]([CH3:32])[N:29]=[CH:28]4)=[C:23]([O:33][CH3:34])[CH:22]=3)=[N:17][N:18]=2)=[CH:9][CH:8]=1>C(O)(=O)C>[F:6][C:7]1[CH:12]=[CH:11][C:10]([NH:13][C:14]2[NH:5][C:16](/[CH:19]=[CH:20]/[C:21]3[CH:26]=[CH:25][C:24]([N:27]4[CH:31]=[C:30]([CH3:32])[N:29]=[CH:28]4)=[C:23]([O:33][CH3:34])[CH:22]=3)=[N:17][N:18]=2)=[CH:9][CH:8]=1 |f:0.1|. Procedure: Acetic acid (10 mL) and ammonium acetate (6.8 g) were added to (4-fluorophenyl)-{5-{(E)-2-[3-methoxy-4-(4-methyl-1H-imidazol-1-yl)phenyl]vinyl}-[1,3,4]oxadiazol-2-yl}amine (692 mg), and the reaction solution was stirred at 150° C. for 12 hours. The reaction solution was left to cool to room temperature and then concentrated under reduced pressure. A saturated sodium bicarbonate solution was added to the resulting residue, followed by extraction with chloroform. The insoluble matter generated dur... The reactants are CN1C(=O)C(=O)C2=C(C=C(C=C12)Cl)Cl (1-methyl-4,6-dichloroisatin), C1=C(C=CC2=CC=CC=C12)[Mg]Br (2-naphthyl magnesium bromide). Product: CN1C(C(C2=C(C=C(C=C12)Cl)Cl)(O)C1=CC2=CC=CC=C2C=C1)=O (1-Methyl-4,6-dichloro-3-hydroxy-(2-naphthyl)oxindole). Isolated yield 1.5%. RXN SMILES: [CH3:1][N:2]1[C:12]2[C:7](=[C:8]([Cl:14])[CH:9]=[C:10]([Cl:13])[CH:11]=2)[C:5](=[O:6])[C:3]1=[O:4].[CH:15]1[C:24]2[C:19](=[CH:20][CH:21]=[CH:22][CH:23]=2)[CH:18]=[CH:17][C:16]=1[Mg]Br>>[CH3:1][N:2]1[C:12]2[C:7](=[C:8]([Cl:14])[CH:9]=[C:10]([Cl:13])[CH:11]=2)[C:5]([C:17]2[CH:16]=[CH:15][C:24]3[C:19](=[CH:20][CH:21]=[CH:22][CH:23]=3)[CH:18]=2)([OH:6])[C:3]1=[O:4]. Reported procedure: The title compound (59.1 mg, 1.5%) was prepared from 1-methyl-4,6-dichloroisatin (250 mg) and 2-naphthyl magnesium bromide by the procedure similar to that described in Example 1. Conditions: temperature 90 celsius. Run in C1(=CC=CC=C1)C (toluene). Reactants: C1(CCCC2=CC=CC=C12)=O (1-tetralone), C(CCC)NCCCC (di-n-butylamine), C(C)(=O)O (acetic acid), mixture, C=O (formaldehyde). Product: C=C1C(C2=CC=CC=C2CC1)=O (2-methylene-1-tetralone). Reaction SMILES: [C:1]1(=[O:11])[C:10]2[C:5](=[CH:6][CH:7]=[CH:8][CH:9]=2)[CH2:4][CH2:3][CH2:2]1.[CH2:12](NCCCC)CCC.C(O)(=O)C.C=O>C1(C)C=CC=CC=1>[CH2:12]=[C:2]1[CH2:3][CH2:4][C:5]2[C:10](=[CH:9][CH:8]=[CH:7][CH:6]=2)[C:1]1=[O:11]. Reported procedure: A 100-ml pressure-proof glass reaction vessel was charged with 2.92 g (0.02 mole) of 1-tetralone, 2.59 g (0.02 mole) of di-n-butylamine, 1.20 g (0.02 mole) of acetic acid and 15 ml of toluene. To the mixture 0.974 g (0.012 mole) of an 37% aqueous formaldehyde solution was added and the vessel was sealed and heated up to 90° C. After maintaining the temperature at 90° C. for 30 minutes, the vessel was cooled to room temperature. The contents were separated by addition of 5 ml of water, and the wa... The reactants are O1C(OCCC1)C1=CC(=CC=2C=COC21)C#C[Si](C)(C)C (7-[1,3]dioxan-2-yl-5-trimethylsilylethynyl-benzofuran), C([O-])([O-])=O.[K+].[K+] (potassium carbonate). Run in CO (methanol). Run at time 1 hour. The product is O1C(OCCC1)C1=CC(=CC=2C=COC21)C#C (7-[1,3]Dioxan-2-yl-5-ethynyl-benzofuran). Yield: 98.5%. Reaction SMILES: [O:1]1[CH2:6][CH2:5][CH2:4][O:3][CH:2]1[C:7]1[C:15]2[O:14][CH:13]=[CH:12][C:11]=2[CH:10]=[C:9]([C:16]#[C:17][Si](C)(C)C)[CH:8]=1.C(=O)([O-])[O-].[K+].[K+]>CO>[O:1]1[CH2:6][CH2:5][CH2:4][O:3][CH:2]1[C:7]1[C:15]2[O:14][CH:13]=[CH:12][C:11]=2[CH:10]=[C:9]([C:16]#[CH:17])[CH:8]=1 |f:1.2.3|. Procedure details: A mixture of 7-[1,3]dioxan-2-yl-5-trimethylsilylethynyl-benzofuran (330 mg), and potassium carbonate (40 mg) in anhydrous methanol (10 ml) was stirred at room temperature for 1 h. The solvent was removed in vacuo, the residue treated with water (50 ml), and extracted with ether (3×75 ml). The combined organic extracts were washed with sodium hydroxide (50 ml; 2M), dried, and evaporated in vacuo to give the title compound as a brown oil (247 mg). The reactants are Cl.NC=1C2=C(NS(N1)(=O)=O)C=CC=C2OC[C@@H]2[NH2+]CCCC2 ((R)-2-(((4-amino-2,2-dioxido-1H-benzo[c][1,2,6]thiadiazin-5-yl)oxy)methyl)piperidinium hydrochloride), N1=NC=C(C=C1)C(=O)O (pyridazine-4-carboxylic acid). Product: NC=1C2=C(NS(N1)(=O)=O)C=CC=C2OC[C@@H]2N(CCCC2)C(=O)C2=CN=NC=C2 ((R)-(2-(((4-amino-2,2-dioxido-1H-benzo[c][1,2,6]thiadiazin-5-yl)oxy)methyl)piperidin-1-yl)(pyridazin-4-yl)methanone). RXN SMILES: Cl.[NH2:2][C:3]1[C:4]2[C:14]([O:15][CH2:16][C@H:17]3[CH2:22][CH2:21][CH2:20][CH2:19][NH2+:18]3)=[CH:13][CH:12]=[CH:11][C:5]=2[NH:6][S:7](=[O:10])(=[O:9])[N:8]=1.[N:23]1[CH:28]=[CH:27][C:26]([C:29](O)=[O:30])=[CH:25][N:24]=1>>[NH2:2][C:3]1[C:4]2[C:14]([O:15][CH2:16][C@H:17]3[CH2:22][CH2:21][CH2:20][CH2:19][N:18]3[C:29]([C:26]3[CH:27]=[CH:28][N:23]=[N:24][CH:25]=3)=[O:30])=[CH:13][CH:12]=[CH:11][C:5]=2[NH:6][S:7](=[O:9])(=[O:10])[N:8]=1 |f:0.1|. Procedure details: Prepared as in Example 15 from (R)-2-(((4-amino-2,2-dioxido-1H-benzo[c][1,2,6]thiadiazin-5-yl)oxy)methyl)piperidinium hydrochloride (Example 15a) and pyridazine-4-carboxylic acid. 1H NMR (400 MHz, DMSO-d6) δ 1.46-1.89 (m, 6H), 2.24 (s, 3H), 3.28 (m, 2H), 4.26 (m, 1H), 4.64 (t, 1H, J=10.1 Hz), 5.29 (m, 1H), 6.62 (d, 1H, J=8.2 Hz), 6.87 (d, 1H, J=8.2 Hz), 7.46 (t, 1H, J=8.2 Hz), 7.69 (dd, 1H, J=5.0, 1.8 Hz), 7.77 (br s, 1H), 8.37 (br s, 1H), 9.26 (m, 1H), 9.35 (d, 1H, J=5.0 Hz), 10.94 (s, 1H). MS ... Reactants: BrCc1ccc2ccccc2c1, CC(C)(C)OC(=O)N1CCC(c2ncc(OCCCOCc3ccccc3)cn2)C(O)C1, ClCCl, CN(C)C=O, [H-], [Na+]. Yields the product CC(C)(C)OC(=O)N1CCC(c2ncc(OCCCOCc3ccccc3)cn2)C(OCc2ccc3ccccc3c2)C1. RXN SMILES: [Br:33][CH2:34][c:35]1[cH:36][c:37]2[cH:38][cH:39][cH:40][cH:41][c:42]2[cH:43][cH:44]1.[CH2:1]([c:2]1[cH:3][cH:4][cH:5][cH:6][cH:7]1)[O:8][CH2:9][CH2:10][CH2:11][O:12][c:13]1[cH:14][n:15][c:16]([CH:19]2[CH:20]([OH:32])[CH2:21][N:22]([C:25](=[O:26])[O:27][C:28]([CH3:29])([CH3:30])[CH3:31])[CH2:23][CH2:24]2)[n:17][cH:18]1.[CH2:52]([Cl:53])[Cl:54].[CH3:47][N:48]([CH3:49])[CH:50]=[O:51].[H-:45].[Na+:46]>>[CH2:1]([c:2]1[cH:3][cH:4][cH:5][cH:6][cH:7]1)[O:8][CH2:9][CH2:10][CH2:11][O:12][c:13]1[cH:14][n:15][c:16]([CH:19]2[CH:20]([O:32][CH2:34][c:35]3[cH:36][c:37]4[cH:38][cH:39][cH:40][cH:41][c:42]4[cH:43][cH:44]3)[CH2:21][N:22]([C:25](=[O:26])[O:27][C:28]([CH3:29])([CH3:30])[CH3:31])[CH2:23][CH2:24]2)[n:17][cH:18]1. Reactants: CS(C)=O, C[O-], CO, O=C1NC(=O)C(c2c(F)cccc2Cl)O1, [Na+]. Yields the product COc1cccc(Cl)c1C1OC(=O)NC1=O. Reaction SMILES: [CH3:16][S:17]([CH3:18])=[O:19].[CH3:20][O-:21].[CH3:23][OH:24].[Cl:1][c:2]1[c:3]([CH:9]2[C:10](=[O:15])[NH:11][C:12](=[O:14])[O:13]2)[c:4]([F:8])[cH:5][cH:6][cH:7]1.[Na+:22]>>[Cl:1][c:2]1[c:3]([CH:9]2[C:10](=[O:15])[NH:11][C:12](=[O:14])[O:13]2)[c:4]([O:21][CH3:20])[cH:5][cH:6][cH:7]1. The reactants are COC=1C=C(C=CC1)CCNC(C(C(=O)N(C)C)C1=CC=CC=C1)=O (phenylmalonic acid dimethylamide-[2-(3-methoxyphenyl)-ethylamide]), O=P(Cl)(Cl)Cl (POCl3). Run in C(Cl)(Cl)Cl (chloroform). Reaction conditions: time 8 hour. Yields the product Cl.CN(C(=O)C(C1=CC=CC=C1)C1=NCCC2=CC(=CC=C12)OC)C (1-(α-Dimethylaminocarbonyl-benzyl)-6-methoxy-3,4-dihydroisoquinoline-hydrochloride). As a reaction SMILES: [CH3:1][O:2][C:3]1[CH:4]=[C:5]([CH2:9][CH2:10][NH:11][C:12](=O)[CH:13]([C:19]2[CH:24]=[CH:23][CH:22]=[CH:21][CH:20]=2)[C:14]([N:16]([CH3:18])[CH3:17])=[O:15])[CH:6]=[CH:7][CH:8]=1.O=P(Cl)(Cl)[Cl:28]>C(Cl)(Cl)Cl>[ClH:28].[CH3:17][N:16]([CH3:18])[C:14]([CH:13]([C:12]1[C:6]2[C:5](=[CH:4][C:3]([O:2][CH3:1])=[CH:8][CH:7]=2)[CH2:9][CH2:10][N:11]=1)[C:19]1[CH:24]=[CH:23][CH:22]=[CH:21][CH:20]=1)=[O:15] |f:3.4|. Reported procedure: An amount of 3.9 gm (11.5 mmol) of phenylmalonic acid dimethylamide-[2-(3-methoxyphenyl)-ethylamide] was dissolved in 60 ml of chloroform, and the resulting solution was then mixed with 13.7 gm (90 mmol) of POCl3 and refluxed for 6 hours. The solvent was removed in a rotary vaporizer, the residue was dissolved in CH2Cl2, and that solution was added dropwise to a cold saturated K2CO3 solution. After extraction three times with CH2Cl2, the combined organic extracts were extracted three times with ... Reported procedure: To a suspension of copper iodide (931 mg) in anhydrous THF (60 ml) under argon was added TMEDA (0.81 ml) and the resulting mixture was stirred for 20 minutes. The reaction mixture was cooled to −70° C. and 3,5-difluorophenyl magnesium bromide (9.8 ml of 0.5M solution in THF) was added dropwise and the mixture was stirred for a further 1 hour. A preformed solution of (4R,5S)-1,5-dimethyl-4-phenyl-3-[(2E)-3-(tetrahydro-2H-pyran-4-yl)prop-2-enoyl]imidazolin-2-one (800 mg) and dibutylboron triflate ... Reactants: CN1C(N([C@@H]([C@@H]1C)C1=CC=CC=C1)C(\C=C\C1CCOCC1)=O)=O ((4R,5S)-1,5-dimethyl-4-phenyl-3-[(2E)-3-(tetrahydro-2H-pyran-4-yl)prop-2-enoyl]imidazolin-2-one), [O-]S(=O)(=O)C(F)(F)F.C(CCC)[B+]CCCC (dibutylboron triflate), CN(C)CCN(C)C (TMEDA), [Cl-].[NH4+] (ammonium chloride), FC=1C=C(C=C(C1)F)[Mg]Br (3,5-difluorophenyl magnesium bromide). Solvent: C1CCOC1 (THF), ClCCl (dichloromethane), C(C)(=O)OCC (ethyl acetate). Yields the product FC=1C=C(C=C(C1)F)[C@H](CC=O)C1CCOCC1 ((3R)-3-(3,5-difluorophenyl)-3-(tetrahydro-2H-pyran-4-yl)propanal). Reaction conditions: temperature -70 celsius, time 20 minute. The reagents and catalysts are [Cu](I)I (copper iodide). Reaction SMILES: CN(CCN(C)C)C.[F:9][C:10]1[CH:11]=[C:12]([Mg]Br)[CH:13]=[C:14]([F:16])[CH:15]=1.CN1[C@@H](C)[C@@H](C2C=CC=CC=2)N([C:32](=[O:41])/[CH:33]=[CH:34]/[CH:35]2[CH2:40][CH2:39][O:38][CH2:37][CH2:36]2)C1=O.[O-]S(C(F)(F)F)(=O)=O.C([B+]CCCC)CCC.[Cl-].[NH4+]>C1COCC1.ClCCl.[Cu](I)I.C(OCC)(=O)C>[F:9][C:10]1[CH:11]=[C:12]([C@@H:34]([CH:35]2[CH2:40][CH2:39][O:38][CH2:37][CH2:36]2)[CH2:33][CH:32]=[O:41])[CH:13]=[C:14]([F:16])[CH:15]=1 |f:3.4,5.6|. Reactants: C(#N)C1(CCC1)C=1CN(CC1)C(=O)OC(C)(C)C (tert-butyl 3-(1-cyanocyclobutyl)-2,5-dihydro-1H-pyrrole-1-carboxylate). Reagents/catalysts: [Pd] (Pd/C). The solvent is CCO (EtOH). Run at time 12 hour. Yields the product C(#N)C1(CCC1)C1CN(CC1)C(=O)OC(C)(C)C (tert-butyl 3-(1-cyanocyclobutyl)pyrrolidine-1-carboxylate). Yield: 97.4%. As a reaction SMILES: [C:1]([C:3]1([C:7]2[CH2:8][N:9]([C:12]([O:14][C:15]([CH3:18])([CH3:17])[CH3:16])=[O:13])[CH2:10][CH:11]=2)[CH2:6][CH2:5][CH2:4]1)#[N:2]>CCO.[Pd]>[C:1]([C:3]1([CH:7]2[CH2:11][CH2:10][N:9]([C:12]([O:14][C:15]([CH3:18])([CH3:17])[CH3:16])=[O:13])[CH2:8]2)[CH2:4][CH2:5][CH2:6]1)#[N:2]. Procedure: The solution of Example 265B (0.8 g, 3.2 mmol) in EtOH (15 mL) was hydrogenated in the presence of Pd/C (320 mg). The resulting mixture was stirred at room temperature for 12 hours. After the filtration to remove Pd/C, the filtrate was concentrated under reduced pressure to give title compound (780 mg, 92% yield) as a colorless oil, which was used in the next step without further purification. 1H NMR: (400 MHz, CDCl3): δ 3.68-3.38 (m, 2H), 3.33-3.03 (m, 2H), 2.77-2.33 (m, 3H), 2.26-2.12 (m, 2H),...